This data is from the Open Reaction Database (ORD), a public repository of structured organic reaction records. The task is: describe an organic reaction: reactants, conditions, products, and yield Starting materials: solution, [H-].C(C(C)C)[Al+]CC(C)C (diisobutylaluminum hydride), ethyl acetate hexanes, solution, [H-].C(C(C)C)[Al+]CC(C)C (diisobutylaluminum hydride), COC(C1=C(C=C(C=C1)Cl)Br)=O (2-bromo-4-chloro-benzoic acid methyl ester). The solvent is C1(=CC=CC=C1)C (toluene), C1(=CC=CC=C1)C (toluene), hexanes, C1(=CC=CC=C1)C (toluene). Conditions: temperature -78 celsius, time 1.5 hour. Yields the product BrC1=C(C=CC(=C1)Cl)CO ((2-Bromo-4-chloro-phenyl)-methanol), white solid. The yield is 60.0%. RXN SMILES: [H-].C([Al+]CC(C)C)C(C)C.C[O:12][C:13](=O)[C:14]1[CH:19]=[CH:18][C:17]([Cl:20])=[CH:16][C:15]=1[Br:21]>C1(C)C=CC=CC=1>[Br:21][C:15]1[CH:16]=[C:17]([Cl:20])[CH:18]=[CH:19][C:14]=1[CH2:13][OH:12] |f:0.1|. Procedure: A 1.0 M solution of diisobutylaluminum hydride in toluene (43 mL, 0.043 mol) was added slowly drop-wise to a −78° C. solution of 2-bromo-4-chloro-benzoic acid methyl ester (10.57 g, 0.042 mol) in toluene (50 mL) and hexanes (425 mL). The reaction mixture was stirred at −78° C. for 1.5 hours. After this time, a white solid had precipitated out of solution. The reaction mixture was quenched at −78° C. with ethyl acetate (100 mL). Saturated aqueous sodium potassium tartrate was added, and the react... Starting materials: ClCCl, CCc1cc(C(C)O)ncc1OC, O=S(Cl)Cl. The product is CCc1cc(C(C)Cl)ncc1OC. As a reaction SMILES: [CH2:18]([Cl:19])[Cl:20].[CH3:1][O:2][c:3]1[cH:4][n:5][c:6]([CH:11]([CH3:12])[OH:13])[cH:7][c:8]1[CH2:9][CH3:10].[S:14]([Cl:15])([Cl:16])=[O:17]>>[CH3:1][O:2][c:3]1[cH:4][n:5][c:6]([CH:11]([CH3:12])[Cl:16])[cH:7][c:8]1[CH2:9][CH3:10]. Reactants: O=S(=O)(NCCN1CCCC1)c1ccc(Br)cc1, CC(C)(C)[O-], Cc1cc(-c2cc([N+](=O)[O-])ccc2Cl)cc2nnc(N)nc12, [K+], CC(=O)[O-], CC(=O)[O-], C1COCCO1, [Pd+2]. The product is Cc1cc(-c2cc([N+](=O)[O-])ccc2Cl)cc2nnc(Nc3ccc(S(=O)(=O)NCCN4CCCC4)cc3)nc12. RXN SMILES: [Br:23][c:24]1[cH:25][cH:26][c:27]([S:30](=[O:31])(=[O:32])[NH:33][CH2:34][CH2:35][N:36]2[CH2:37][CH2:38][CH2:39][CH2:40]2)[cH:28][cH:29]1.[CH3:41][C:42]([CH3:43])([O-:44])[CH3:45].[Cl:1][c:2]1[c:3](-[c:11]2[cH:12][c:13]3[c:14]([n:15][c:16]([NH2:19])[n:17][n:18]3)[c:20]([CH3:22])[cH:21]2)[cH:4][c:5]([N+:8](=[O:9])[O-:10])[cH:6][cH:7]1.[K+:46].[O-:54][C:55]([CH3:56])=[O:57].[O-:58][C:59]([CH3:60])=[O:61].[O:47]1[CH2:48][CH2:49][O:50][CH2:51][CH2:52]1.[Pd+2:53]>>[Cl:1][c:2]1[c:3](-[c:11]2[cH:12][c:13]3[c:14]([n:15][c:16]([NH:19][c:24]4[cH:25][cH:26][c:27]([S:30](=[O:31])(=[O:32])[NH:33][CH2:34][CH2:35][N:36]5[CH2:37][CH2:38][CH2:39][CH2:40]5)[cH:28][cH:29]4)[n:17][n:18]3)[c:20]([CH3:22])[cH:21]2)[cH:4][c:5]([N+:8](=[O:9])[O-:10])[cH:6][cH:7]1. Reactants: Br.N1=C(C=CC=C1)CCCBr (3-pyridinylpropyl bromide hydrobromide), ClC1=CC=2C3=C(NC2C=C1)CCNC3 (8-chloro-2,3,4,5-tetrahydro-1H-pyrido[4,3-b]indole), C1(=C(C(=C(C(=C1F)F)F)N)F)N.Cl.Cl (dihydrochloride). Yields the product ClC1=CC=2C3=C(NC2C=C1)CCN(C3)CCCC3=NC=CC=C3 (8-Chloro-2,3,4,5-tetrahydro-2-[3-(2-pyridinyl)-propyl]-1H-pyrido[4,3-b]indole). Reaction SMILES: Br.[N:2]1[CH:7]=[CH:6][CH:5]=[CH:4][C:3]=1[CH2:8][CH2:9][CH2:10]Br.[Cl:12][C:13]1[CH:21]=[CH:20][C:19]2[NH:18][C:17]3[CH2:22][CH2:23][NH:24][CH2:25][C:16]=3[C:15]=2[CH:14]=1.C1(N)C(F)=C(F)C(F)=C(N)C=1F.Cl.Cl>>[Cl:12][C:13]1[CH:21]=[CH:20][C:19]2[NH:18][C:17]3[CH2:22][CH2:23][N:24]([CH2:10][CH2:9][CH2:8][C:3]4[CH:4]=[CH:5][CH:6]=[CH:7][N:2]=4)[CH2:25][C:16]=3[C:15]=2[CH:14]=1 |f:0.1,3.4.5|. Procedure details: The title compound was prepared following the procedure of Example 1 with the exception that 3-pyridinylpropyl bromide hydrobromide was used instead of 4-pyridinylbutyl bromide hydrobromide and 8-chloro-2,3,4,5-tetrahydro-1H-pyrido[4,3-b]indole was used instead of 8-fluoro-2,3,4,5-tetrahydro-1H-pyrido[4,3-b]indole. The product as converted to the dihydrochloride salt; mp. 240°-242° C. The reactants are [N+](=O)([O-])C=1C=C(C=CC1)S(=O)(=O)OC[C@H]1CO1 ((R)-glycidyl m-nitrobenzenesulfonate), [F-].[K+] (Potassium fluoride), [F-].C(CCC)[N+](CCCC)(CCCC)CCCC (tetrabutyl ammonium fluoride), C(C=C)OC1=C(C=CC=C1)O (o-Allyloxyphenol). Solvent: C1CCOC1 (THF), O (water). Reaction conditions: temperature 0 celsius, time 1 hour. The product is C(C=C)OC1=C(OC[C@H]2CO2)C=CC=C1 ((R)-3-(o-allyloxyphenoxy)-1,2-epoxypropane). Yield: 69.9%. Reaction SMILES: [CH2:1]([O:4][C:5]1[CH:10]=[CH:9][CH:8]=[CH:7][C:6]=1[OH:11])[CH:2]=[CH2:3].[F-].[K+].[F-].C([N+](CCCC)(CCCC)CCCC)CCC.[N+](C1C=C(S(O[CH2:45][C@@H:46]2[O:48][CH2:47]2)(=O)=O)C=CC=1)([O-])=O>C1COCC1.O>[CH2:1]([O:4][C:5]1[CH:10]=[CH:9][CH:8]=[CH:7][C:6]=1[O:11][CH2:45][C@@H:46]1[O:48][CH2:47]1)[CH:2]=[CH2:3] |f:1.2,3.4|. Procedure: o-Allyloxyphenol (1.0 g) was dissolved in THF (10 ml) under nitrogen atmosphere and the solution was cooled to 0° C. Potassium fluoride (1.55 g) and tetrabutyl ammonium fluoride (0.2 g) were added thereto and the mixture was stirred for 1 hour. Then, (R)-glycidyl m-nitrobenzenesulfonate (1.73 g, 99.3% e.e.) was added thereto and the mixture was stirred for 40 hours at the same temperature. After the reaction, water was added to the mixture, the mixture was extracted with ethyl acetate, dried ove... The reactants are N[C@H](C)C1=CC(=C(C#N)C=C1)C1=CC=C2C(=N1)N(C(N2CC(C)(C)C)=O)C (4-[(1R)-1-aminoethyl]-2-[1-(2,2-dimethylpropyl)-3-methyl-2-oxo-2,3-dihydro-1H-imidazo[4,5-b]pyridin-5-yl]benzonitrile), C(=C)S(=O)(=O)C=C ((ethenylsulfonyl)ethene). Solvent: C(C)O (ethanol). Conditions: time 1 hour. Yields the product CC(CN1C(N(C2=NC(=CC=C21)C2=C(C#N)C=CC(=C2)[C@@H](C)N2CCS(CC2)(=O)=O)C)=O)(C)C (2-[1-(2,2-dimethylpropyl)-3-methyl-2-oxo-2,3-dihydro-1H-imidazo[4,5-b]pyridin-5-yl]-4-[(1R)-1-(1,1-dioxidothiomorpholin-4-yl)ethyl]benzonitrile). RXN SMILES: [NH2:1][C@@H:2]([C:4]1[CH:11]=[CH:10][C:7]([C:8]#[N:9])=[C:6]([C:12]2[N:17]=[C:16]3[N:18]([CH3:27])[C:19](=[O:26])[N:20]([CH2:21][C:22]([CH3:25])([CH3:24])[CH3:23])[C:15]3=[CH:14][CH:13]=2)[CH:5]=1)[CH3:3].[CH:28]([S:30]([CH:33]=[CH2:34])(=[O:32])=[O:31])=[CH2:29]>C(O)C>[CH3:24][C:22]([CH3:23])([CH3:25])[CH2:21][N:20]1[C:15]2[C:16](=[N:17][C:12]([C:6]3[CH:5]=[C:4]([C@H:2]([N:1]4[CH2:34][CH2:33][S:30](=[O:32])(=[O:31])[CH2:28][CH2:29]4)[CH3:3])[CH:11]=[CH:10][C:7]=3[C:8]#[N:9])=[CH:13][CH:14]=2)[N:18]([CH3:27])[C:19]1=[O:26]. Procedure: To a solution of 38-4 (20 mg, 0.055 mmol) in ethanol (0.3 mL) at room temperature was added (ethenylsulfonyl)ethene (0.011 mL, 13 mg, 0.11 mmol). After 1 hour, the reaction was filtered and purified by reverse phase chromatography (1-100%, 0.1% TFA in H2O/Acetonitrile) to give desired product. MS (M+H)+: observed=482.2212, calculated=482.2220. Starting materials: C(CCC)[Li] (n-butyllithium), C(=O)N1CCCCC1 (N-formylpiperidine), BrC1=C(C(=C(C=C1)OCCCC)F)OCOCCOC (1-bromo-4-butoxy-3-fluoro-2-(2-methoxyethoxymethoxy)benzene). The solvent is CCCCCC (hexane), C1CCOC1 (THF), C1CCOC1 (THF). Conditions: time 1 hour. The product is FC=1C(=C(C=O)C=CC1OCCCC)O (3-Fluoro-4-butoxy-2-hydroxybenzaldehyde). Yield: 69.9%. RXN SMILES: Br[C:2]1[CH:7]=[CH:6][C:5]([O:8][CH2:9][CH2:10][CH2:11][CH3:12])=[C:4]([F:13])[C:3]=1[O:14]COCCOC.C([Li])CCC.[CH:26](N1CCCCC1)=[O:27]>C1COCC1.CCCCCC>[F:13][C:4]1[C:3]([OH:14])=[C:2]([CH:7]=[CH:6][C:5]=1[O:8][CH2:9][CH2:10][CH2:11][CH3:12])[CH:26]=[O:27]. Procedure details: 21.0 g (59.3 mmol) of 1-bromo-4-butoxy-3-fluoro-2-(2-methoxyethoxymethoxy)benzene (9) are dissolved in 200 ml of THF and treated at −78° C. with 37 ml (60 mmol) of a 15% strength solution of n-butyllithium in hexane. After 1 h, 6.8 ml (61 mmol) of N-formylpiperidine are added dropwise in 50 mmol of THF. The mixture is subsequently stirred for 1 h, and the mixture is allowed to thaw. After hydrolysis, the solution is acidified and extracted with MTBE. The combined organic phases are washed with w...